This data is from the Open Reaction Database (ORD), a public repository of structured organic reaction records. The task is: describe an organic reaction: reactants, conditions, products, and yield Reactants: CC[SiH](CC)CC, COc1ccc(C2(O)CCSC2)cc1OC1CCCC1, ClCCl, O=C(O)C(F)(F)F. RXN SMILES: [CH2:21]([SiH:22]([CH2:23][CH3:24])[CH2:25][CH3:26])[CH3:27].[CH:1]1([O:6][c:7]2[cH:8][c:9]([C:15]3([OH:20])[CH2:16][S:17][CH2:18][CH2:19]3)[cH:10][cH:11][c:12]2[O:13][CH3:14])[CH2:2][CH2:3][CH2:4][CH2:5]1.[Cl:35][CH2:36][Cl:37].[OH:28][C:29]([C:30]([F:31])([F:32])[F:33])=[O:34]>>[CH:1]1([O:6][c:7]2[cH:8][c:9]([CH:15]3[CH2:16][S:17][CH2:18][CH2:19]3)[cH:10][cH:11][c:12]2[O:13][CH3:14])[CH2:2][CH2:3][CH2:4][CH2:5]1. Product: COc1ccc(C2CCSC2)cc1OC1CCCC1. Starting materials: FC=1C=C(C=CC1CC(C)C)C1=NC(=NO1)C=1C=CC(=NC1)CO ({5-[5-(3-Fluoro-4-isobutylphenyl)-1,2,4-oxadiazol-3-yl]pyridin-2-yl}methanol), C1(=CC=CC=C1)P(C1=CC=CC=C1)C1=CC=CC=C1 (triphenylphosphine), Cl.N1CC(C1)C(=O)OC (methyl 3-azetidinecarboxylate hydrochloride), C(C)(C)N(C(C)C)CC (N,N-diisopropylethylamine), C(O)([O-])=O.[Na+] (sodium hydrogencarbonate), Example 23 ( 23H ), C(Br)(Br)(Br)Br (carbon tetrabromide). Run in O (water), ClCCl (dichloromethane), ClCCl (dichloromethane). Run at time 10 minute. Yields the product FC=1C=C(C=CC1CC(C)C)C1=NC(=NO1)C=1C=CC(=NC1)CN1CC(C1)C(=O)OC (Methyl 1-({5-[5-(3-fluoro-4-isobutylphenyl)-1,2,4-oxadiazol-3-yl]pyridin-2-yl}methyl)azetidine-3-carboxylate). The yield is 59.0%. Reaction SMILES: [F:1][C:2]1[CH:3]=[C:4]([C:12]2[O:16][N:15]=[C:14]([C:17]3[CH:18]=[CH:19][C:20]([CH2:23]O)=[N:21][CH:22]=3)[N:13]=2)[CH:5]=[CH:6][C:7]=1[CH2:8][CH:9]([CH3:11])[CH3:10].C(Br)(Br)(Br)Br.C1(P(C2C=CC=CC=2)C2C=CC=CC=2)C=CC=CC=1.Cl.[NH:50]1[CH2:53][CH:52]([C:54]([O:56][CH3:57])=[O:55])[CH2:51]1.C(N(CC)C(C)C)(C)C.C(=O)([O-])O.[Na+]>ClCCl.O>[F:1][C:2]1[CH:3]=[C:4]([C:12]2[O:16][N:15]=[C:14]([C:17]3[CH:18]=[CH:19][C:20]([CH2:23][N:50]4[CH2:53][CH:52]([C:54]([O:56][CH3:57])=[O:55])[CH2:51]4)=[N:21][CH:22]=3)[N:13]=2)[CH:5]=[CH:6][C:7]=1[CH2:8][CH:9]([CH3:11])[CH3:10] |f:3.4,6.7|. Procedure details: {5-[5-(3-Fluoro-4-isobutylphenyl)-1,2,4-oxadiazol-3-yl]pyridin-2-yl}methanol (0.16 g, 0.47 mmol) that was obtained in Example 23 (23H), carbon tetrabromide (0.23 g, 0.71 mmol), and triphenylphosphine (0.19 g, 0.71 mmol) were dissolved in dichloromethane (6 ml) at 0° C. and stirred at the same temperature for 10 minutes. After stirring, the reaction mixture was evaporated in vacuo, and the residue obtained was purified by chromatography on a silica gel column using a mixed solvent of ethyl acetat... Reactants: C1=CC(=CC=C1C(=O)CCCCl)F (ω-chloro-4-fluorobutyrophenone), [Mg] (magnesium), FC1=CC=C(CCl)C=C1 (4-fluorobenzyl chloride), ice, [NH4+].[Cl-] (NH4Cl). The solvent is CCOCC (ether), CCOCC (ether). Yields the product FC1=CC=C(C=C1)C(CCCCl)(CC1=CC=C(C=C1)F)O (4,5-Bis(4-fluorophenyl)-4-hydroxypentyl chloride). RXN SMILES: [Mg].[F:2][C:3]1[CH:10]=[CH:9][C:6]([CH2:7]Cl)=[CH:5][CH:4]=1.[CH:11]1[C:16]([C:17]([CH2:19][CH2:20][CH2:21][Cl:22])=[O:18])=[CH:15][CH:14]=[C:13]([F:23])[CH:12]=1.[NH4+].[Cl-]>CCOCC>[F:23][C:13]1[CH:12]=[CH:11][C:16]([C:17]([OH:18])([CH2:7][C:6]2[CH:9]=[CH:10][C:3]([F:2])=[CH:4][CH:5]=2)[CH2:19][CH2:20][CH2:21][Cl:22])=[CH:15][CH:14]=1 |f:3.4|. Procedure: A Grignard solution was prepared from 13.8 g (0.575 mol) of magnesium filings and 83.1 g (0.575 mol) of 4-fluorobenzyl chloride in 560 ml of absolute ether. This solution was added dropwise to a solution of 92 g (0.46 mol) of ω-chloro-4-fluorobutyrophenone in 300 ml of absolute ether and the mixture was heated under reflux for 2 hours. It was then poured onto 500 ml of ice, 1 liter of NH4Cl solution was added, the mixture was extracted several times with ether and the organic phases were dried a... Reactants: C(C)(C)(C)OC(=O)N[C@@H](C(=O)NCCC(=O)OC=1C=CC2=C([C@H](CCC3=C2C(=C(C(=C3)OC)OC)OC)NC(C)=O)C1)CCCCNC(=O)OC(C)(C)C ((5S)-5-(acetylamino)-9,10,11-trimethoxy-6,7-dihydro-5H-dibenzo[a,c]cyclohepten-3-yl 3-{[(2R)-2,6-di(tertbutoxycarbonylamino)hexanoyl]amino}propanoate), CN1CCNCC1 (1-methylpiperazine), [I-].[Na+] (sodium iodide). Solvent: C(C)#N (acetonitrile). Yields the product CN1CCN(CC1)CC1=CC=C(C=C1)C(=O)OC=1C=CC2=C([C@H](CCC3=C2C(=C(C(=C3)OC)OC)OC)NC(C)=O)C1 (N-[(5S)-3-(4-{4-methylpiperazin-1-ylmethyl}phenylcarbonyloxy)-9,10,11-trimethoxy-6,7-dihydro-5H-dibenzo[a,c]cyclohepten-5-yl]acetamide). The yield is 75.0%. As a reaction SMILES: C(OC(N[C@H](CCCCNC(OC(C)(C)C)=O)C(NCC[C:15]([O:17][C:18]1[CH:19]=[CH:20][C:21]2[C:27]3[C:28]([O:36][CH3:37])=[C:29]([O:34][CH3:35])[C:30]([O:32][CH3:33])=[CH:31][C:26]=3[CH2:25][CH2:24][C@H:23]([NH:38][C:39](=[O:41])[CH3:40])[C:22]=2[CH:42]=1)=[O:16])=O)=O)(C)(C)C.[CH3:55][N:56]1[CH2:61][CH2:60][NH:59][CH2:58][CH2:57]1.[I-].[Na+]>C(#N)C>[CH3:55][N:56]1[CH2:61][CH2:60][N:59]([CH2:27][C:21]2[CH:22]=[CH:42][C:18]([C:15]([O:17][C:18]3[CH:19]=[CH:20][C:21]4[C:27]5[C:28]([O:36][CH3:37])=[C:29]([O:34][CH3:35])[C:30]([O:32][CH3:33])=[CH:31][C:26]=5[CH2:25][CH2:24][C@H:23]([NH:38][C:39](=[O:41])[CH3:40])[C:22]=4[CH:42]=3)=[O:16])=[CH:19][CH:20]=2)[CH2:58][CH2:57]1 |f:2.3|. Procedure: A solution of N-[(5S)-3-(4-chloromethylphenylcarbonyloxy)-9,10,11-trimethoxy-6,7-dihydro-5H-dibenzo[a,c]cyclohepten-5-yl]acetamide (1) (0.308 g; 0.604 mmol), 1-methylpiperazine (0.088 ml; 0.785 mmol) and sodium iodide (0.02 g; 0.121 mmol) in acetonitrile (10 ml) was stirred under argon atmosphere overnight. After evaporation to dryness, the residue was purified by flash chromatography eluting with a 5–12% gradient of methanol/dichloromethane. After evaporation of the appropriate fractions, the s... Starting materials: ClC(C(=O)Cl)(Cl)Cl (trichloroacetyl chloride), C=C1CCOCC1 (4-methylenetetrahydro-2H-pyran). Reagents/catalysts: [Zn] (zinc). Solvent: CCOCC (ether), CCOCC (ether). Run at time 16 hour. Yields the product ClC1(C(CC12CCOCC2)=O)Cl (1,1-dichloro-7-oxaspiro[3,5]nonan-2-one). RXN SMILES: [Cl:1][C:2]([Cl:7])(Cl)[C:3](Cl)=[O:4].[CH2:8]=[C:9]1[CH2:14][CH2:13][O:12][CH2:11][CH2:10]1>CCOCC.[Zn]>[Cl:1][C:2]1([Cl:7])[C:9]2([CH2:14][CH2:13][O:12][CH2:11][CH2:10]2)[CH2:8][C:3]1=[O:4]. Procedure: Zinc was activated according to a published procedure (Synthesis 1971; 415). Hydrated copper sulfate (14 g) was dissolved in water (150 mL) and added to zinc dust (60 g). The mixture was stirred for 2 hours under nitrogen. The activated zinc was isolated by filtration, washed with acetone and dried in a vacuum oven at 100° C. prior to use. The solution of 4-methylenetetrahydro-2H-pyran from Step A was dried with sodium sulfate and magnesium sulfate and filtered through Celite® (washing the cake ... Reactants: COC=1C=C(CC2N(CCC3=CC(=C(C=C23)O)OC)CC(=O)NCC2=CC=CC=C2)C=CC1OC (2-[1-(3,4-dimethoxy-benzyl)-7-hydroxy-6-methoxy-3,4-dihydro-1H-isoquinolin-2-yl]-N-benzyl-acetamide), BrCC(=O)OCC (ethyl bromoacetate). The product is C(C)OC(COC1=C(C=C2CCN(C(C2=C1)CC1=CC(=C(C=C1)OC)OC)CC(NCC1=CC=CC=C1)=O)OC)=O ([2-(Benzylcarbamoyl-methyl)-l-(3,4-dimethoxy-benzyl)-6-methoxy-1,2,3,4-tetrahydro-isoquinolin-7-yloxy]-acetic acid ethyl ester). RXN SMILES: [CH3:1][O:2][C:3]1[CH:4]=[C:5]([CH:31]=[CH:32][C:33]=1[O:34][CH3:35])[CH2:6][CH:7]1[C:16]2[C:11](=[CH:12][C:13]([O:18][CH3:19])=[C:14]([OH:17])[CH:15]=2)[CH2:10][CH2:9][N:8]1[CH2:20][C:21]([NH:23][CH2:24][C:25]1[CH:30]=[CH:29][CH:28]=[CH:27][CH:26]=1)=[O:22].Br[CH2:37][C:38]([O:40][CH2:41][CH3:42])=[O:39]>>[CH2:41]([O:40][C:38](=[O:39])[CH2:37][O:17][C:14]1[CH:15]=[C:16]2[C:11]([CH2:10][CH2:9][N:8]([CH2:20][C:21](=[O:22])[NH:23][CH2:24][C:25]3[CH:30]=[CH:29][CH:28]=[CH:27][CH:26]=3)[CH:7]2[CH2:6][C:5]2[CH:31]=[CH:32][C:33]([O:34][CH3:35])=[C:3]([O:2][CH3:1])[CH:4]=2)=[CH:12][C:13]=1[O:18][CH3:19])[CH3:42]. Procedure details: prepared by reaction of 2-[1-(3,4-dimethoxy-benzyl)-7-hydroxy-6-methoxy-3,4-dihydro-1H-isoquinolin-2-yl]-N-benzyl-acetamide with ethyl bromoacetate The reactants are CCOC(=O)C=Cc1cccc(C2COc3c(C)c(C)c(NC(=O)CC(C)(C)C)c(C)c32)c1, CC(=O)[O-], CCO. Product: CCOC(=O)CCc1cccc(C2COc3c(C)c(C)c(NC(=O)CC(C)(C)C)c(C)c32)c1. Reaction SMILES: [CH3:1][C:2]([CH2:3][C:4](=[O:5])[NH:6][c:7]1[c:8]([CH3:31])[c:9]([CH3:30])[c:10]2[c:11]([c:28]1[CH3:29])[CH:12]([c:15]1[cH:16][c:17]([CH:21]=[CH:22][C:23](=[O:24])[O:25][CH2:26][CH3:27])[cH:18][cH:19][cH:20]1)[CH2:13][O:14]2)([CH3:32])[CH3:33].[CH3:34][C:35](=[O:36])[O-:37].[CH3:38][CH2:39][OH:40]>>[CH3:1][C:2]([CH2:3][C:4](=[O:5])[NH:6][c:7]1[c:8]([CH3:31])[c:9]([CH3:30])[c:10]2[c:11]([c:28]1[CH3:29])[CH:12]([c:15]1[cH:16][c:17]([CH2:21][CH2:22][C:23](=[O:24])[O:25][CH2:26][CH3:27])[cH:18][cH:19][cH:20]1)[CH2:13][O:14]2)([CH3:32])[CH3:33]. The product is CC(OC(=O)OCCl)C(=O)OCc1ccccc1. The reactants are CC(O)C(=O)OCc1ccccc1, CCOCC, O=C(Cl)OCCl, c1ccncc1. RXN SMILES: [C:1]([CH:2]([OH:3])[CH3:4])(=[O:5])[O:6][CH2:7][c:8]1[cH:9][cH:10][cH:11][cH:12][cH:13]1.[CH3:26][CH2:27][O:28][CH2:29][CH3:30].[Cl:20][C:21](=[O:22])[O:23][CH2:24][Cl:25].[cH:14]1[cH:15][cH:16][n:17][cH:18][cH:19]1>>[C:1]([CH:2]([O:3][C:21](=[O:22])[O:23][CH2:24][Cl:25])[CH3:4])(=[O:5])[O:6][CH2:7][c:8]1[cH:9][cH:10][cH:11][cH:12][cH:13]1. The reactants are C(C)N(C(C)C)C(C)C (N-ethyldiisopropylamine), C(CCC)Br (butyl bromide), NCC1=NC(=NO1)C=1N=CN2C1CN(C(C1=C2C=CS1)=O)C (3-(5-aminomethyl-1,2,4-oxadiazol-3-yl)-5-methyl-5,6-dihydro-4H-imidazo[1,5-a]thieno[2,3-f][1,4]diazepin-6-one). Run in CN(C=O)C (dimethylformamide). Conditions: time 1 hour. Yields the product C(CCC)NCC1=NC(=NO1)C=1N=CN2C1CN(C(C1=C2C=CS1)=O)C (3-(5-butylaminomethyl-1,2,4-oxadiazol-3-yl)-5-methyl-5,6-dihydro-4H-imidazo[1,5-a]thieno[2,3-f][1,4]diazepin-6-one). Isolated yield 49.0%. As a reaction SMILES: C(N(C(C)C)C(C)C)C.[CH2:10](Br)[CH2:11][CH2:12][CH3:13].[NH2:15][CH2:16][C:17]1[O:21][N:20]=[C:19]([C:22]2[N:23]=[CH:24][N:25]3[C:31]4[CH:32]=[CH:33][S:34][C:30]=4[C:29](=[O:35])[N:28]([CH3:36])[CH2:27][C:26]=23)[N:18]=1>CN(C)C=O>[CH2:10]([NH:15][CH2:16][C:17]1[O:21][N:20]=[C:19]([C:22]2[N:23]=[CH:24][N:25]3[C:31]4[CH:32]=[CH:33][S:34][C:30]=4[C:29](=[O:35])[N:28]([CH3:36])[CH2:27][C:26]=23)[N:18]=1)[CH2:11][CH2:12][CH3:13]. Procedure: 1.17 ml (6.8 mmol) of N-ethyldiisopropylamine and 0.55 ml (5.1 mmol) of butyl bromide were added to a solution of 0.54 g (1.7 mmol) of 3-(5-aminomethyl-1,2,4-oxadiazol-3-yl)-5-methyl-5,6-dihydro-4H-imidazo[1,5-a]thieno[2,3-f][1,4]diazepin-6-one in 20 ml of dimethylformamide and the mixture was stirred at 70° for 1 hour. The reaction solution was subsequently evaporated, whereupon the residue was partitioned between methylene chloride and 2N sodium carbonate solution. The aqueous phase was washed... Reactants: ClC(C(=O)O)(CCCCCCCCCCCCC1=CC=CC=C1)Cl (2,2-Dichloro-14-phenyl-tetradecanoic acid), C(C(=O)Cl)(=O)Cl (oxalyl chloride). Solvent: CO (methanol). The product is COC(C(CCCCCCCCCCCCC1=CC=CC=C1)(Cl)Cl)=O (2,2-Dichloro-14-phenyl-tetradecanoic acid methyl ester). Yield: 56.8%. As a reaction SMILES: [Cl:1][C:2]([Cl:24])([CH2:6][CH2:7][CH2:8][CH2:9][CH2:10][CH2:11][CH2:12][CH2:13][CH2:14][CH2:15][CH2:16][CH2:17][C:18]1[CH:23]=[CH:22][CH:21]=[CH:20][CH:19]=1)[C:3]([OH:5])=[O:4].[C:25](Cl)(=O)C(Cl)=O>CO>[CH3:25][O:4][C:3](=[O:5])[C:2]([Cl:24])([Cl:1])[CH2:6][CH2:7][CH2:8][CH2:9][CH2:10][CH2:11][CH2:12][CH2:13][CH2:14][CH2:15][CH2:16][CH2:17][C:18]1[CH:19]=[CH:20][CH:21]=[CH:22][CH:23]=1. Reported procedure: 1.98 g (5 mmol) 16 was stirred for 2 hours at 40° C. with 1.27 g (10 mmol) oxalyl chloride in 20 ml absolute methanol analogously to 103 (example 54). 1.1 g (57) 57 was obtained.